This data is from the Open Reaction Database (ORD), a public repository of structured organic reaction records. The task is: describe an organic reaction: reactants, conditions, products, and yield Reactants: C(C)(=O)O (acetic acid), FC1=C(C=CC(=C1)F)[C@H]1[C@@H](CNC1)C(=O)OC (methyl (3S,4R)-4-(2,4-difluorophenyl)pyrrolidine-3-carboxylate), 31, C=O (formaldehyde), C(C)(=O)O[BH-](OC(C)=O)OC(C)=O.[Na+] (sodium triacetoxyborohydride). Run in ClCCl (dichloromethane), ClCCl (dichloromethane). Reaction conditions: time 2 hour. Product: FC1=C(C=CC(=C1)F)[C@H]1[C@@H](CN(C1)C)C(=O)OC (Methyl (3S,4R)-4-(2,4-difluorophenyl)-1-methylpyrrolidine-3-carboxylate). Reaction SMILES: [F:1][C:2]1[CH:7]=[C:6]([F:8])[CH:5]=[CH:4][C:3]=1[C@@H:9]1[CH2:13][NH:12][CH2:11][C@H:10]1[C:14]([O:16][CH3:17])=[O:15].C=O.[C:20](O)(=O)C.C(O[BH-](OC(=O)C)OC(=O)C)(=O)C.[Na+]>ClCCl>[F:1][C:2]1[CH:7]=[C:6]([F:8])[CH:5]=[CH:4][C:3]=1[C@@H:9]1[CH2:13][N:12]([CH3:20])[CH2:11][C@H:10]1[C:14]([O:16][CH3:17])=[O:15] |f:3.4|. Procedure: To a solution of methyl (3S,4R)-4-(2,4-difluorophenyl)pyrrolidine-3-carboxylate, from preparation 31 (500 mg, 2.07 mmol) and formaldehyde (155 μL, 2.07 mmol) in dichloromethane (20 mL) was added acetic acid (188 μL, 2.07 mmol) followed by sodium triacetoxyborohydride (659 mg, 3.11 mmol) at room temperature. The reaction mixture was stirred for 2 hours, diluted with dichloromethane (10 mL) and partitioned with saturated sodium hydrogen carbonate solution (40 mL). The phases were separated and the... Product: Cn1cnc(-c2ccccc2)c1-c1cc2ncnc(N)c2o1. Reaction SMILES: [CH2:28]1[O:29][CH2:30][CH2:31][O:32][CH2:33]1.[CH3:1][n:2]1[cH:3][n:4][c:5](-[c:18]2[cH:19][cH:20][cH:21][cH:22][cH:23]2)[c:6]1-[c:7]1[cH:8][c:9]2[n:10][cH:11][n:12][c:13]([S:16][CH3:17])[c:14]2[o:15]1.[Cl-:24].[NH3:27].[NH4+:25].[OH2:26]>>[CH3:1][n:2]1[cH:3][n:4][c:5](-[c:18]2[cH:19][cH:20][cH:21][cH:22][cH:23]2)[c:6]1-[c:7]1[cH:8][c:9]2[n:10][cH:11][n:12][c:13]([NH2:25])[c:14]2[o:15]1. Starting materials: C1COCCO1, CSc1ncnc2cc(-c3c(-c4ccccc4)ncn3C)oc12, [Cl-], N, [NH4+], O. Reactants: CCCN1CC(N)CC2c3cccc4[nH]c(C)c(c34)CC21, COCC(=O)Cl, N, c1ccncc1. The product is CCCN1CC(NC(=O)COC)CC2c3cccc4[nH]c(C)c(c34)CC21. RXN SMILES: [CH3:1][c:2]1[c:3]2[c:17]3[c:11]([cH:12][cH:13][cH:14][c:15]3[nH:16]1)[CH:10]1[CH:5]([CH2:4]2)[N:6]([CH2:19][CH2:20][CH3:21])[CH2:7][CH:8]([NH2:18])[CH2:9]1.[CH3:22][O:23][CH2:24][C:25](=[O:26])[Cl:27].[NH3:28].[cH:29]1[cH:30][cH:31][n:32][cH:33][cH:34]1>>[CH3:1][c:2]1[c:3]2[c:17]3[c:11]([cH:12][cH:13][cH:14][c:15]3[nH:16]1)[CH:10]1[CH:5]([CH2:4]2)[N:6]([CH2:19][CH2:20][CH3:21])[CH2:7][CH:8]([NH:18][C:25]([CH2:24][O:23][CH3:22])=[O:26])[CH2:9]1. Starting materials: NN1C(C2=CC=C(C=C2C(=N1)C1=CC=CC=C1)F)=O (2-amino-6-fluoro-4-phenylphthalazin-1(2H)-one), FC=1C=C(C=C(C1)F)CC(=O)O (2-(3,5-difluorophenyl)acetic acid). The product is FC=1C=C(C=C(C1)F)CC(=O)NN1C(C2=CC=C(C=C2C(=N1)C1=CC=CC=C1)F)=O (2-(3,5-difluorophenyl)-N-(6-fluoro-1-oxo-4-phenylphthalazin-2(1H)-yl)acetamide). As a reaction SMILES: [NH2:1][N:2]1[N:11]=[C:10]([C:12]2[CH:17]=[CH:16][CH:15]=[CH:14][CH:13]=2)[C:9]2[C:4](=[CH:5][CH:6]=[C:7]([F:18])[CH:8]=2)[C:3]1=[O:19].[F:20][C:21]1[CH:22]=[C:23]([CH2:28][C:29](O)=[O:30])[CH:24]=[C:25]([F:27])[CH:26]=1>>[F:20][C:21]1[CH:22]=[C:23]([CH2:28][C:29]([NH:1][N:2]2[N:11]=[C:10]([C:12]3[CH:17]=[CH:16][CH:15]=[CH:14][CH:13]=3)[C:9]3[C:4](=[CH:5][CH:6]=[C:7]([F:18])[CH:8]=3)[C:3]2=[O:19])=[O:30])[CH:24]=[C:25]([F:27])[CH:26]=1. Procedure: The product from Example 35E and 2-(3,5-difluorophenyl)acetic acid were processed using a method similar to that described in Example 17C to afford the title compound. 1H NMR (500 MHz, DMSO-d6) δ ppm 3.75 (s, 2H) 7.03-7.20 (m, 3H) 7.38 (dd, J=9.46, 2.44 Hz, 1H) 7.52-7.68 (m, 5H) 7.82 (d, J=2.44 Hz, 1H) 8.48 (d, J=3.36 Hz, 1H); MS (ESI) m/z 410 (M+H)+. Reactants: solution, C[Si]([N-][Si](C)(C)C)(C)C.[Li+] (lithium hexamethyldisilazide), IC (iodomethane), C(#N)C1=CC(=C(C=C1)[C@H]1NC(N(C(=C1C#N)C)C1=CC(=CC=C1)C(F)(F)F)=O)S(=O)C ((RS,4S)-4-[4-cyano-2-(methylsulfinyl)phenyl]-6-methyl-2-oxo-1-[3-(trifluoromethyl)phenyl]-1,2,3,4-tetrahydropyrimidine-5-carbonitrile), C(#N)C1=CC(=C(C=C1)[C@H]1NC(N(C(=C1C#N)C)C1=CC(=CC=C1)C(F)(F)F)=O)[S@@](=O)C ((SS,4S)-4-[4-cyano-2-(methylsulfinyl)phenyl]-6-methyl-2-oxo-1-[3-(trifluoromethyl)phenyl]-1,2,3,4-tetrahydropyrimidine-5-carbonitrile). Solvent: C1CCOC1 (THF), C1CCOC1 (THF). Conditions: temperature -78 celsius, time 20 minute. Yields the product C(#N)C1=CC(=C(C=C1)[C@H]1N(C(N(C(=C1C#N)C)C1=CC(=CC=C1)C(F)(F)F)=O)C)[S@@](=O)C ((SS,4S)-4-[4-cyano-2-(methylsulfinyl)phenyl]-3,6-dimethyl-2-oxo-1-[3-(trifluoromethyl)phenyl]-1,2,3,4-tetrahydropyrimidine-5-carbonitrile). Yield: 88.0%. Reaction SMILES: [C:1]([C:3]1[CH:8]=[CH:7][C:6]([C@@H:9]2[C:14]([C:15]#[N:16])=[C:13]([CH3:17])[N:12]([C:18]3[CH:23]=[CH:22][CH:21]=[C:20]([C:24]([F:27])([F:26])[F:25])[CH:19]=3)[C:11](=[O:28])[NH:10]2)=[C:5]([S:29]([CH3:31])=[O:30])[CH:4]=1)#[N:2].[C:32](C1C=CC([C@@H]2C(C#N)=C(C)N(C3C=CC=C(C(F)(F)F)C=3)C(=O)N2)=C([S@](C)=O)C=1)#N.C[Si](C)(C)[N-][Si](C)(C)C.[Li+].IC>C1COCC1>[C:1]([C:3]1[CH:8]=[CH:7][C:6]([C@@H:9]2[C:14]([C:15]#[N:16])=[C:13]([CH3:17])[N:12]([C:18]3[CH:23]=[CH:22][CH:21]=[C:20]([C:24]([F:27])([F:26])[F:25])[CH:19]=3)[C:11](=[O:28])[N:10]2[CH3:32])=[C:5]([S@:29]([CH3:31])=[O:30])[CH:4]=1)#[N:2] |f:2.3|. Procedure: The reaction was carried out under argon. The diastereomer mixture of (RS,4S)-4-[4-cyano-2-(methylsulfinyl)phenyl]-6-methyl-2-oxo-1-[3-(trifluoromethyl)phenyl]-1,2,3,4-tetrahydropyrimidine-5-carbonitrile and (SS,4S)-4-[4-cyano-2-(methylsulfinyl)phenyl]-6-methyl-2-oxo-1-[3-(trifluoromethyl)phenyl]-1,2,3,4-tetrahydropyrimidine-5-carbonitrile (535 mg, 1.2 mmol) was initially charged in absolute THF (12 ml), and a 1 M solution of lithium hexamethyldisilazide (LiHMDS) in THF (1.45 ml; 1.2 eq.) was ad... The reactants are ClC=1C=C(C=CC1)CCCN(C(NC=1SC(=CN1)SCC(=O)O)=O)[C@@H]1CC[C@H](CC1)C ({2-[-3-[3-(3-chloro-phenyl)-propyl]-3-(trans-4-methyl-cyclohexyl)-ureido]-thiazol-5-ylsulfanyl}-acetic acid), COC=1C=C(C=CC1)CCC(=O)O (3-(3-methoxy-phenyl)-propionic acid), C(C)OC(CSC1=CN=C(S1)N)=O ((2-aminothiazol-5-ylsulfanyl)acetic acid ethyl ester). Yields the product COC=1C=C(C=CC1)CCCN(C(NC=1SC(=CN1)SCC(=O)O)=O)C1CCC(CC1)C ({2-[-3-[3-(3-Methoxy-phenyl)-propyl]-3-(4-methyl-cyclohexyl)-ureido]-thiazol-5-ylsulfanyl}-acetic acid). As a reaction SMILES: Cl[C:2]1[CH:3]=[C:4]([CH2:8][CH2:9][CH2:10][N:11]([C@H:25]2[CH2:30][CH2:29][C@H:28]([CH3:31])[CH2:27][CH2:26]2)[C:12](=[O:24])[NH:13][C:14]2[S:15][C:16]([S:19][CH2:20][C:21]([OH:23])=[O:22])=[CH:17][N:18]=2)[CH:5]=[CH:6][CH:7]=1.[CH3:32][O:33]C1C=C(CCC(O)=O)C=CC=1.C(OC(=O)CSC1SC(N)=NC=1)C>>[CH3:32][O:33][C:2]1[CH:3]=[C:4]([CH2:8][CH2:9][CH2:10][N:11]([CH:25]2[CH2:30][CH2:29][CH:28]([CH3:31])[CH2:27][CH2:26]2)[C:12](=[O:24])[NH:13][C:14]2[S:15][C:16]([S:19][CH2:20][C:21]([OH:23])=[O:22])=[CH:17][N:18]=2)[CH:5]=[CH:6][CH:7]=1. Reported procedure: The compound was prepared following an analogous procedure to the one described for the synthesis of {2-[-3-[3-(3-chloro-phenyl)-propyl]-3-(trans-4-methyl-cyclohexyl)-ureido]-thiazol-5-ylsulfanyl}-acetic acid using 3-(3-methoxy-phenyl)-propionic acid and (2-aminothiazol-5-ylsulfanyl)acetic acid ethyl ester. The reactants are CC(=O)OCC1OC(n2ccc(=O)[nH]c2=O)C(OC(C)=O)C1OC(C)=O, CS(C)=O, C12C3C4C5C1[Fe]23451678C2C1C6C7C28, FC(F)(F)I, OO, O=S(=O)(O)O. The product is CC(=O)OCC1OC(n2cc(C(F)(F)F)c(=O)[nH]c2=O)C(OC(C)=O)C1OC(C)=O. As a reaction SMILES: [C:1]([CH3:2])(=[O:3])[O:4][CH:5]1[CH:6]([n:19]2[c:20](=[O:21])[nH:22][c:23](=[O:24])[cH:25][cH:26]2)[O:7][CH:8]([CH2:14][O:15][C:16]([CH3:17])=[O:18])[CH:9]1[O:10][C:11]([CH3:12])=[O:13].[CH3:50][S:51](=[O:52])[CH3:53].[CH:39]12[Fe:40]3456789([CH:41]%10[CH:42]3[CH:43]4[CH:44]5[CH:45]6%10)[CH:46]([CH:47]17)[CH:48]8[CH:49]29.[F:32][C:33]([F:34])([F:35])[I:36].[OH:37][OH:38].[S:27](=[O:28])(=[O:29])([OH:30])[OH:31]>>[C:1]([CH3:2])(=[O:3])[O:4][CH:5]1[CH:6]([n:19]2[c:20](=[O:21])[nH:22][c:23](=[O:24])[c:25]([C:33]([F:32])([F:34])[F:35])[cH:26]2)[O:7][CH:8]([CH2:14][O:15][C:16]([CH3:17])=[O:18])[CH:9]1[O:10][C:11]([CH3:12])=[O:13].